From a dataset of the Open Reaction Database (ORD), a public repository of structured organic reaction records. describe an organic reaction: reactants, conditions, products, and yield Reactants: C(CCC)[Li] (n-butyllithium), [Cl-].ClC[P+](C1=CC=CC=C1)(C1=CC=CC=C1)C1=CC=CC=C1 (chloromethyltriphenylphosphonium chloride), O1CC(C=CC2=C1C=CC=C2)=O (1-benzoxepin-3(2H)-one). Solvent: CCCCC (pentane), O1CCCC1 (tetrahydrofuran). Conditions: temperature 0 celsius, time 1 hour. The product is ClC=C1COC2=C(C=C1)C=CC=C2 (3-(chloromethylene)-2,3-dihydro-1-benzoxepin). Isolated yield 51.9%. As a reaction SMILES: C([Li])CCC.[Cl-].[Cl:7][CH2:8][P+](C1C=CC=CC=1)(C1C=CC=CC=1)C1C=CC=CC=1.[O:28]1[C:34]2[CH:35]=[CH:36][CH:37]=[CH:38][C:33]=2[CH:32]=[CH:31][C:30](=O)[CH2:29]1>O1CCCC1.CCCCC>[Cl:7][CH:8]=[C:30]1[CH:31]=[CH:32][C:33]2[CH:38]=[CH:37][CH:36]=[CH:35][C:34]=2[O:28][CH2:29]1 |f:1.2|. Procedure details: 1.1 eq. of n-butyllithium are added to 104 mg (0.3 mmol) of chloromethyltriphenylphosphonium chloride in solution in tetrahydrofuran cooled to 0° C. After stirring for one hour, 40 mg (0.25 mmol) of 1-benzoxepin-3(2H)-one, prepared according to example 25, are added at ambient temperature and the mixture is left for 1 hour. After the usual treatments and evaporating the solvent under reduced pressure, the crude reaction product is taken up in pentane in order to precipitate triphenylphosphine ox... Reactants: C(C)(C)(C)OC(C(=O)OCC)C1=C(C2=CC=CC=C2C=C1C)OS(=O)(=O)C(F)(F)F (ethyl 2-tert-butoxy-2-(3-methyl-1-(trifluoromethylsulfonyloxy)naphthalen-2-yl)acetate), C(=O)(C(F)(F)F)O (TFA). Run in O (H2O), C(Cl)Cl (DCM). The product is OC(C(=O)OCC)C1=C(C2=CC=CC=C2C=C1C)OS(=O)(=O)C(F)(F)F (ethyl 2-hydroxy-2-(3-methyl-1-(trifluoromethylsulfonyl-oxy)naphthalen-2-yl)acetate). RXN SMILES: C([O:5][CH:6]([C:12]1[C:21]([CH3:22])=[CH:20][C:19]2[C:14](=[CH:15][CH:16]=[CH:17][CH:18]=2)[C:13]=1[O:23][S:24]([C:27]([F:30])([F:29])[F:28])(=[O:26])=[O:25])[C:7]([O:9][CH2:10][CH3:11])=[O:8])(C)(C)C.C(O)(C(F)(F)F)=O>C(Cl)Cl.O>[OH:5][CH:6]([C:12]1[C:21]([CH3:22])=[CH:20][C:19]2[C:14](=[CH:15][CH:16]=[CH:17][CH:18]=2)[C:13]=1[O:23][S:24]([C:27]([F:30])([F:28])[F:29])(=[O:25])=[O:26])[C:7]([O:9][CH2:10][CH3:11])=[O:8]. Reported procedure: A solution of ethyl 2-tert-butoxy-2-(3-methyl-1-(trifluoromethylsulfonyloxy)naphthalen-2-yl)acetate (6.0 grams, ˜13 mmol, semipure) in DCM (60 mL) was treated with TFA (6.0 mL) at 23° C. The reaction was diluted with H2O (60 mL) and the organic phase collected. The aqueous layer was extracted with DCM (2×30 mL). The combined organic layers were dried (Na2SO4), filtered, and concentrated. The residue (5.5 grams) was used in the next reaction without further purification. 1H NMR (400 MHz, CDCl3): ... The reactants are CC(=O)c1ccc2c(c1)C(NC(=O)c1cc(F)cc(F)c1)C(O)C(C)(C)O2, CC#N, O=C(O[IH2](OC(=O)C(F)(F)F)c1ccccc1)C(F)(F)F, O, O=C(O)C(F)(F)F. Product: CC1(C)Oc2ccc(C(=O)CO)cc2C(NC(=O)c2cc(F)cc(F)c2)C1O. RXN SMILES: [C:1]([CH3:2])(=[O:3])[c:4]1[cH:5][cH:6][c:7]2[c:8]([cH:27]1)[CH:9]([NH:16][C:17]([c:18]1[cH:19][c:20]([F:25])[cH:21][c:22]([F:24])[cH:23]1)=[O:26])[CH:10]([OH:15])[C:11]([CH3:13])([CH3:14])[O:12]2.[CH3:57][C:58]#[N:59].[F:36][C:37]([F:38])([F:39])[C:40]([O:41][IH2:42]([c:43]1[cH:44][cH:45][cH:46][cH:47][cH:48]1)[O:49][C:50](=[O:51])[C:52]([F:53])([F:54])[F:55])=[O:56].[OH2:28].[OH:29][C:30]([C:31]([F:32])([F:33])[F:34])=[O:35]>>[C:1]([CH2:2][OH:29])(=[O:3])[c:4]1[cH:5][cH:6][c:7]2[c:8]([cH:27]1)[CH:9]([NH:16][C:17]([c:18]1[cH:19][c:20]([F:25])[cH:21][c:22]([F:24])[cH:23]1)=[O:26])[CH:10]([OH:15])[C:11]([CH3:13])([CH3:14])[O:12]2. The reactants are Cc1ccc2ocnc2c1, ClC(Cl)Cl, CC(C)(C#N)N=NC(C)(C)C#N, O=C1CCC(=O)N1Br. Yields the product BrCc1ccc2ocnc2c1. Reaction SMILES: [CH3:1][c:2]1[cH:3][cH:4][c:5]2[c:6]([n:7][cH:8][o:9]2)[cH:10]1.[CH:31]([Cl:32])([Cl:33])[Cl:34].[N:19]#[C:20][C:21]([N:22]=[N:23][C:24]([C:25]#[N:26])([CH3:27])[CH3:28])([CH3:29])[CH3:30].[O:11]=[C:12]1[N:13]([Br:18])[C:14](=[O:15])[CH2:16][CH2:17]1>>[CH2:1]([c:2]1[cH:3][cH:4][c:5]2[c:6]([n:7][cH:8][o:9]2)[cH:10]1)[Br:18]. Starting materials: O=C1CCC(=O)N1Br, CC(C)(C)OC(=O)N1CCC2CN(c3cncc(C#N)c3)CC21, CC#N. Product: CC(C)(C)OC(=O)N1CCC2CN(c3cnc(Br)c(C#N)c3)CC21. As a reaction SMILES: [Br:24][N:25]1[C:26](=[O:27])[CH2:28][CH2:29][C:30]1=[O:31].[C:1](#[N:2])[c:3]1[cH:4][c:5]([N:9]2[CH2:10][CH:11]3[N:12]([C:17](=[O:18])[O:19][C:20]([CH3:21])([CH3:22])[CH3:23])[CH2:13][CH2:14][CH:15]3[CH2:16]2)[cH:6][n:7][cH:8]1.[CH3:32][C:33]#[N:34]>>[C:1](#[N:2])[c:3]1[cH:4][c:5]([N:9]2[CH2:10][CH:11]3[N:12]([C:17](=[O:18])[O:19][C:20]([CH3:21])([CH3:22])[CH3:23])[CH2:13][CH2:14][CH:15]3[CH2:16]2)[cH:6][n:7][c:8]1[Br:24]. Starting materials: CS(=O)(=O)Cl (methane sulfonyl chloride), N1(CCCC1)[C@H]1[C@@H](CCCC2=C1C=CC=C2)O (Trans (±) 5-(1-pyrrolidinyl)-6,7,8,9-tetrahydro-5H-benzocyclohepten-6-ol), CN (methylamine), solution, [OH-].[Na+] (sodium hydroxide). The solvent is O (water), O1CCCC1 (tetrahydrofuran), C(C)N(CC)CC (triethylamine), O1CCCC1 (tetrahydrofuran), C(C)O (ethanol). Conditions: time 23 hour. Yields the product CN[C@H]1[C@@H](CCCC2=C1C=CC=C2)N2CCCC2 (Trans (±) N-methyl-6-(1-pyrrolidinyl)-6,7,8,9-tetrahydro-5H-benzocyclohepten-5-amine). Reaction SMILES: [N:1]1([C@@H:6]2[C:12]3[CH:13]=[CH:14][CH:15]=[CH:16][C:11]=3[CH2:10][CH2:9][CH2:8][C@H:7]2O)[CH2:5][CH2:4][CH2:3][CH2:2]1.CS(Cl)(=O)=O.[CH3:23][NH2:24].[OH-].[Na+]>O1CCCC1.C(O)C.O.C(N(CC)CC)C>[CH3:23][NH:24][C@@H:12]1[C:13]2[CH:14]=[CH:15][CH:16]=[CH:11][C:10]=2[CH2:9][CH2:8][CH2:7][C@H:6]1[N:1]1[CH2:2][CH2:3][CH2:4][CH2:5]1 |f:3.4|. Procedure details: 8.2 g of the product of Step A were dissolved in 82 ml of tetrahydrofuran and 7 ml of triethylamine and after the mixture was cooled in a bath to -20° C., 3.9 ml of methane sulfonyl chloride in solution in 8 ml of tetrahydrofuran were added. After returning to ambient temperature, 35 ml of methylamine at 33% in ethanol were added and the mixture was stirred for 23 hours. The solvents were eliminated under reduced pressure and 150 ml of water and 10 ml of a solution of sodium hydroxide were added...